This data is from the Open Reaction Database (ORD), a public repository of structured organic reaction records. The task is: describe an organic reaction: reactants, conditions, products, and yield The reactants are N#CCC(=O)O, O=C(n1ccnc1)n1ccnc1, CC(=O)O, CC(C)(C)OC(=O)N1CCC(C(=O)O)(c2ccccc2)CC1, C1CCOC1, O. Yields the product CC(C)(C)OC(=O)N1CCC(C(=O)CC#N)(c2ccccc2)CC1. RXN SMILES: [C:1](#[N:2])[CH2:3][C:4](=[O:5])[OH:6].[C:29]([n:30]1[cH:31][cH:32][n:33][cH:34]1)([n:35]1[cH:36][cH:37][n:38][cH:39]1)=[O:40].[C:47]([OH:48])(=[O:49])[CH3:50].[C:7]([CH3:8])([CH3:9])([CH3:10])[O:11][C:12](=[O:13])[N:14]1[CH2:15][CH2:16][C:17]([C:20]([OH:21])=[O:22])([c:23]2[cH:24][cH:25][cH:26][cH:27][cH:28]2)[CH2:18][CH2:19]1.[CH2:42]1[O:43][CH2:44][CH2:45][CH2:46]1.[OH2:41]>>[C:1](#[N:2])[CH2:3][C:4](=[O:6])[C:17]1([c:23]2[cH:24][cH:25][cH:26][cH:27][cH:28]2)[CH2:16][CH2:15][N:14]([C:12]([O:11][C:7]([CH3:8])([CH3:9])[CH3:10])=[O:13])[CH2:19][CH2:18]1. Starting materials: CN1C2=NC(=NC(=C2N=C1CN1CCC(CC1)C(C)(C)O)N1CCOCC1)[Sn](CCCC)(CCCC)CCCC (2-(1-((9-Methyl-6-morpholino-2-(tributylstannyl)-9H-purin-8-yl)methyl)piperidin-4-yl)propan-2-ol), IC1=NNC2=CC=CC=C12 (3-iodo-1H-indazole). Yields the product N1N=C(C2=CC=CC=C12)C1=NC(=C2N=C(N(C2=N1)C)CN1CCC(CC1)C(C)(C)O)N1CCOCC1 (2-(1-((2-(1H-indazol-3-yl)-9-methyl-6-morpholino-9H-purin-8-yl)methyl)piperidin-4-yl)propan-2-ol). RXN SMILES: [CH3:1][N:2]1[C:10]([CH2:11][N:12]2[CH2:17][CH2:16][CH:15]([C:18]([OH:21])([CH3:20])[CH3:19])[CH2:14][CH2:13]2)=[N:9][C:8]2[C:3]1=[N:4][C:5]([Sn](CCCC)(CCCC)CCCC)=[N:6][C:7]=2[N:22]1[CH2:27][CH2:26][O:25][CH2:24][CH2:23]1.I[C:42]1[C:50]2[C:45](=[CH:46][CH:47]=[CH:48][CH:49]=2)[NH:44][N:43]=1>>[NH:44]1[C:45]2[C:50](=[CH:49][CH:48]=[CH:47][CH:46]=2)[C:42]([C:5]2[N:4]=[C:3]3[C:8]([N:9]=[C:10]([CH2:11][N:12]4[CH2:17][CH2:16][CH:15]([C:18]([OH:21])([CH3:20])[CH3:19])[CH2:14][CH2:13]4)[N:2]3[CH3:1])=[C:7]([N:22]3[CH2:23][CH2:24][O:25][CH2:26][CH2:27]3)[N:6]=2)=[N:43]1. Procedure: 2-(1-((9-Methyl-6-morpholino-2-(tributylstannyl)-9H-purin-8-yl)methyl)piperidin-4-yl)propan-2-ol (0.5 g) was reacted with 3-iodo-1H-indazole via General Procedure G to give 68.3 mg of 162 as a white solid following reverse phase purification. MS (Q1) 491.2 (M)+ As a reaction SMILES: [CH2:1]([C:2]#[CH:3])[OH:4].[Cl-:15].[Cl:7][c:8]1[s:9][c:10]([CH:13]=[O:14])[cH:11][n:12]1.[H-:5].[NH4+:16].[Na+:6].[O:17]1[CH2:18][CH2:19][CH2:20][CH2:21]1>>[CH2:1]([C:2]#[CH:3])[O:4][c:8]1[s:9][c:10]([CH:13]=[O:14])[cH:11][n:12]1. Product: C#CCOc1ncc(C=O)s1. Reactants: C#CCO, [Cl-], O=Cc1cnc(Cl)s1, [H-], [NH4+], [Na+], C1CCOC1. Reactants: c1ccc(CN2CCC(n3ccc4ccccc43)CC2)cc1, ClCCl, CCOC(=O)Cl. Yields the product CCOC(=O)N1CCC(n2ccc3ccccc32)CC1. Reaction SMILES: [CH2:1]([c:2]1[cH:3][cH:4][cH:5][cH:6][cH:7]1)[N:8]1[CH2:9][CH2:10][CH:11]([n:14]2[cH:15][cH:16][c:17]3[cH:18][cH:19][cH:20][cH:21][c:22]23)[CH2:12][CH2:13]1.[CH2:29]([Cl:30])[Cl:31].[Cl:23][C:24](=[O:25])[O:26][CH2:27][CH3:28]>>[N:8]1([C:24](=[O:25])[O:26][CH2:27][CH3:28])[CH2:9][CH2:10][CH:11]([n:14]2[cH:15][cH:16][c:17]3[cH:18][cH:19][cH:20][cH:21][c:22]23)[CH2:12][CH2:13]1. Starting materials: O (water), COC1=CC=C(C=C1)C12N(C(C=3N(C1)C=C(C3)N3N=NC(=C3)[Si](C)(C)C)=O)CCN2C(=O)C=2C(=NOC2)C (10a-(4-methoxyphenyl)-1-[(3-methyl-1,2-oxazol-4-yl)carbonyl]-7-[4-(trimethylsilyl)-1H-1,2,3-triazol-1-yl]-2,3,10,10a-tetrahydro-1H,5H-imidazo[1,2-a]pyrrolo[1,2-d]pyrazin-5-one), C(=O)(O)[O-].[Na+] (NaHCO3). Run in C(C)(=O)O.O.C1CCOC1 (acetic acid water THF). Reaction conditions: temperature 60 celsius. Yields the product COC1=CC=C(C=C1)C12N(C(C=3N(C1)C=C(C3)N3N=NC=C3)=O)CCN2C(=O)C=2C(=NOC2)C (10a-(4-methoxyphenyl)-1-[(3-methyl-1,2-oxazol-4-yl)carbonyl]-7-(1H-1,2,3-triazol-1-yl)-2,3,10,10a-tetrahydro-1H,5H-imidazo[1,2-a]pyrrolo[1,2-d]pyrazin-5-one). The yield is 41.4%. Reaction SMILES: [CH3:1][O:2][C:3]1[CH:8]=[CH:7][C:6]([C:9]23[N:30]([C:31]([C:33]4[C:34]([CH3:38])=[N:35][O:36][CH:37]=4)=[O:32])[CH2:29][CH2:28][N:10]2[C:11](=[O:27])[C:12]2[N:13]([CH:15]=[C:16]([N:18]4[CH:22]=[C:21]([Si](C)(C)C)[N:20]=[N:19]4)[CH:17]=2)[CH2:14]3)=[CH:5][CH:4]=1.O.C([O-])(O)=O.[Na+]>C(O)(=O)C.O.C1COCC1>[CH3:1][O:2][C:3]1[CH:4]=[CH:5][C:6]([C:9]23[N:30]([C:31]([C:33]4[C:34]([CH3:38])=[N:35][O:36][CH:37]=4)=[O:32])[CH2:29][CH2:28][N:10]2[C:11](=[O:27])[C:12]2[N:13]([CH:15]=[C:16]([N:18]4[CH:22]=[CH:21][N:20]=[N:19]4)[CH:17]=2)[CH2:14]3)=[CH:7][CH:8]=1 |f:2.3,4.5.6|. Procedure details: 10a-(4-methoxyphenyl)-1-[(3-methyl-1,2-oxazol-4-yl)carbonyl]-7-[4-(trimethylsilyl)-1H-1,2,3-triazol-1-yl]-2,3,10,10a-tetrahydro-1H,5H-imidazo[1,2-a]pyrrolo[1,2-d]pyrazin-5-one (10.6 mg, 0.012 mmol) was dissolved in a mixture of acetic acid/water/THF (3:1:1; 1 mL). The mixture was stirred at 60° C. When the reaction was complete (48 hours; monitored by LCMS) water was added followed by a saturated aqueous solution of NaHCO3. The mixture was then extracted with EtOAc (3 times) and the organics was...